Dataset: the Open Reaction Database (ORD), a public repository of structured organic reaction records. Task: describe an organic reaction: reactants, conditions, products, and yield The reactants are COC(C[C@@H]1COC2=C1C=CC(=C2)O[C@@H]2CCC1=C(C(=CC=C21)C(F)(F)F)Br)=O ({(S)-6-[(R)-4-bromo-5-trifluoromethyl-indan-1-yloxy]-2,3-dihydro-benzofuran-3-yl}-acetic acid methyl ester), N1(CCCC1)C[B-](F)(F)F.[K+] (potassium pyrrolidin-1-ylmethyltrifluoroborate), Intermediate 3. The product is COC(C[C@@H]1COC2=C1C=CC(=C2)O[C@@H]2CCC1=C(C(=CC=C21)C(F)(F)F)CN2CCCC2)=O ({(S)-6-[(R)-4-Pyrrolidin-1-ylmethyl-5-trifluoromethyl-indan-1-yloxy]-2,3-dihydro-benzofuran-3-yl}-acetic acid methyl ester). Reaction SMILES: [CH3:1][O:2][C:3](=[O:29])[CH2:4][C@H:5]1[C:9]2[CH:10]=[CH:11][C:12]([O:14][C@H:15]3[C:23]4[C:18](=[C:19](Br)[C:20]([C:24]([F:27])([F:26])[F:25])=[CH:21][CH:22]=4)[CH2:17][CH2:16]3)=[CH:13][C:8]=2[O:7][CH2:6]1.[N:30]1([CH2:35][B-](F)(F)F)[CH2:34][CH2:33][CH2:32][CH2:31]1.[K+]>>[CH3:1][O:2][C:3](=[O:29])[CH2:4][C@H:5]1[C:9]2[CH:10]=[CH:11][C:12]([O:14][C@H:15]3[C:23]4[C:18](=[C:19]([CH2:35][N:30]5[CH2:34][CH2:33][CH2:32][CH2:31]5)[C:20]([C:24]([F:27])([F:26])[F:25])=[CH:21][CH:22]=4)[CH2:17][CH2:16]3)=[CH:13][C:8]=2[O:7][CH2:6]1 |f:1.2|. Reported procedure: The title compound is prepared from {(S)-6-[(R)-4-bromo-5-trifluoromethyl-indan-1-yloxy]-2,3-dihydro-benzofuran-3-yl}-acetic acid methyl ester and potassium pyrrolidin-1-ylmethyltrifluoroborate following a procedure analogous to that described for Intermediate 3. LC (method 1): tR=0.92 min; Mass spectrum (ESI+): m/z=476 [M+H]+. The reactants are C(=O)(O)C1=C(C(=O)C2=C(N(C3=CC=CC=C23)CC)C)C=CC=C1 (3-(2'-carboxybenzoyl)-1-ethyl-2-methyl-indole), C(=O)(O)C1=C(C(=O)C2=C(N(C3=CC=CC=C23)CC2=CC=CC=C2)C)C=CC=C1 (3-(2'-carboxybenzoyl)-1-benzyl-2-methyl-indole). Yields the product C1(=O)OCC2=CC=CC=C12 (phthalide). Reaction SMILES: [C:1]([C:4]1[CH:23]=[CH:22][CH:21]=[CH:20][C:5]=1[C:6](C1C2C(=CC=CC=2)N(CC)C=1C)=[O:7])(O)=[O:2].C(C1C=CC=CC=1C(C1C2C(=CC=CC=2)N(CC2C=CC=CC=2)C=1C)=O)(O)=O>>[C:1]1([C:4]2[C:5](=[CH:20][CH:21]=[CH:22][CH:23]=2)[CH2:6][O:7]1)=[O:2]. Reported procedure: If the 3-(2'-carboxybenzoyl)-1-ethyl-2-methyl-indole in Example 1 is replaced by an equimolar amount of 3-(2'-carboxybenzoyl)-1-benzyl-2-methyl-indole, with the procedure otherwise being as described in Example 1, there is obtained 4.5 g of a phthalide compound of the formula ##STR12## which melts at 138°-142° C. This colour former develops on silton clay a blue colour of λ max. 600 nm. Reactants: C(C)(=O)N1C(C(C2=CC=C(C=C12)C(=O)OC)=C(C1=CC=CC=C1)OCC)=O (1-acetyl-3-(1-ethoxy-1-phenylmethylene)-6-methoxycarbonyl-2-indolinone), N=1N(N=CC1)CC1=CC=C(N)C=C1 (4-(1,2,3-triazol-2-yl-methyl)-aniline). Procedure: Prepared from 1-acetyl-3-(1-ethoxy-1-phenylmethylene)-6-methoxycarbonyl-2-indolinone and 4-(1,2,3-triazol-2-yl-methyl)-aniline Rf value: 0.5 (silica gel, methylene chloride/methanol=20:1) C26H21N5O3 Yields the product N=1N(N=CC1)CC1=CC=C(N\C(\C2=CC=CC=C2)=C\2/C(NC3=CC(=CC=C23)C(=O)OC)=O)C=C1 (3-Z-[1-(4-(1,2,3-triazol-2-yl-methyl)-anilino)-1-phenyl-methylene]-6-methoxycarbonyl-2-indolinone). Reaction SMILES: C([N:4]1[C:12]2[C:7](=[CH:8][CH:9]=[C:10]([C:13]([O:15][CH3:16])=[O:14])[CH:11]=2)[C:6](=[C:17](OCC)[C:18]2[CH:23]=[CH:22][CH:21]=[CH:20][CH:19]=2)[C:5]1=[O:27])(=O)C.[N:28]1[N:29]([CH2:33][C:34]2[CH:40]=[CH:39][C:37]([NH2:38])=[CH:36][CH:35]=2)[N:30]=[CH:31][CH:32]=1>>[N:28]1[N:29]([CH2:33][C:34]2[CH:40]=[CH:39][C:37]([NH:38]/[C:17](=[C:6]3\[C:5](=[O:27])[NH:4][C:12]4[C:7]\3=[CH:8][CH:9]=[C:10]([C:13]([O:15][CH3:16])=[O:14])[CH:11]=4)/[C:18]3[CH:23]=[CH:22][CH:21]=[CH:20][CH:19]=3)=[CH:36][CH:35]=2)[N:30]=[CH:31][CH:32]=1. Starting materials: CC=1NN(C(C1)=O)C1=CC=C(C=C1)C (3-methyl-1-(4-methylphenyl)-5-pyrazolone), FC(C(C(=O)OC)=O)(F)F (methyl trifluoropyruvate). Run in C(Cl)(Cl)Cl (chloroform). Conditions: temperature 80 celsius, time 2 hour. Product: COC(C(C1=C(NN(C1=O)C1=CC=C(C=C1)C)C)(C(F)(F)F)O)=O (2,5-dihydro-α-hydroxy-3-methyl-1-(4-methylphenyl)-5-oxo-α-trifluoromethyl-1H-pyrazole-4-acetic acid methyl ester), solid. RXN SMILES: [CH3:1][C:2]1[NH:3][N:4]([C:8]2[CH:13]=[CH:12][C:11]([CH3:14])=[CH:10][CH:9]=2)[C:5](=[O:7])[CH:6]=1.[F:15][C:16]([F:24])([F:23])[C:17](=[O:22])[C:18]([O:20][CH3:21])=[O:19]>C(Cl)(Cl)Cl>[CH3:21][O:20][C:18](=[O:19])[C:17]([OH:22])([C:16]([F:24])([F:23])[F:15])[C:6]1[C:5](=[O:7])[N:4]([C:8]2[CH:13]=[CH:12][C:11]([CH3:14])=[CH:10][CH:9]=2)[NH:3][C:2]=1[CH3:1]. Procedure: To a chloroform solution (5 ml) of 3-methyl-1-(4-methylphenyl)-5-pyrazolone (94 mg, 0.5 mmol), methyl trifluoropyruvate (78 mg, 0.5 mmol) was added at room temperature and the mixture was stirred at 80° C. for 2 hours. After removing the solvent under reduced pressure, the title compound was obtained as a pale yellow solid (172 mg). Starting materials: OC=1C=CC(=C(C1)S(=O)(=O)O)[N+](=O)[O-] (5-hydroxy-2-nitrobenzenesulfonic acid), OC1=C(C=C(C=C1)[N+](=O)[O-])S(=O)(=O)O (2-hydroxy-5-nitrobenzenesulfonic acid), ClC1=CC=C(C=C1)[N+](=O)[O-] (4-chloronitrobenzene), [OH-].[Na+] (sodium hydroxide). Reagents/catalysts: [C].[Pd] (palladium-carbon). Yields the product C1=CC(=CC=C1N)OC=2C=CC(=CC2)N (4,4′-diaminodiphenyl ether). RXN SMILES: [OH:1][C:2]1[CH:3]=[CH:4][C:5]([N+:12]([O-])=O)=[C:6](S(O)(=O)=O)[CH:7]=1.O[C:16]1[CH:21]=[CH:20][C:19]([N+:22]([O-])=O)=[CH:18][C:17]=1S(O)(=O)=O.ClC1C=CC([N+]([O-])=O)=CC=1.[OH-].[Na+]>[C].[Pd]>[CH:6]1[C:5]([NH2:12])=[CH:4][CH:3]=[C:2]([O:1][C:16]2[CH:17]=[CH:18][C:19]([NH2:22])=[CH:20][CH:21]=2)[CH:7]=1 |f:3.4,5.6|. Procedure details: A 5-hydroxy-2-nitrobenzenesulfonic acid derivative (e.g. sodium 5-hydroxy-2-nitrobenzenesulfonate) or a 2-hydroxy-5-nitrobenzenesulfonic acid derivative (e.g. sodium 2-hydroxy-5-nitrobenzenesulfonate) is reacted with 4-chloronitrobenzene in the presence of an alkali (e.g. sodium hydroxide), followed by hydrogenation using palladium-carbon, to give the corresponding 4,4′-diaminodiphenyl ether derivative. This is diazotized using sodium nitrite under acidic conditions in the presence of hydrochlor... Starting materials: IC=1C=C(N)C=CC1 (3-iodoaniline), ClC1=C(C=NC2=CC=C(C=C12)[N+](=O)[O-])C#N (4-chloro-6-nitro-quinoline-3-carbonitrile), C([O-])(O)=O.[Na+] (sodium bicarbonate). Solvent: C(C)O (ethanol). Yields the product IC=1C=C(C=CC1)NC1=C(C=NC2=CC=C(C=C12)[N+](=O)[O-])C#N (4-[(3-Iodophenyl)amino]-6-nitro-quinoline-3-carbonitrile). Isolated yield 82.9%. As a reaction SMILES: [I:1][C:2]1[CH:3]=[C:4]([CH:6]=[CH:7][CH:8]=1)[NH2:5].Cl[C:10]1[C:19]2[C:14](=[CH:15][CH:16]=[C:17]([N+:20]([O-:22])=[O:21])[CH:18]=2)[N:13]=[CH:12][C:11]=1[C:23]#[N:24].C(=O)(O)[O-].[Na+]>C(O)C>[I:1][C:2]1[CH:3]=[C:4]([NH:5][C:10]2[C:19]3[C:14](=[CH:15][CH:16]=[C:17]([N+:20]([O-:22])=[O:21])[CH:18]=3)[N:13]=[CH:12][C:11]=2[C:23]#[N:24])[CH:6]=[CH:7][CH:8]=1 |f:2.3|. Reported procedure: A mixture of 3.10 ml (25.7 mmol) 3-iodoaniline, 200 ml ethanol, and 5.00 g (21.4 mmol) 4-chloro-6-nitro-quinoline-3-carbonitrile was heated to reflux under N2 for 3½ hours. Cooled and made basic with a saturated sodium bicarbonate. Stripped solvents and azeotroped with ethanol. Slurried residue with hexane and collected. Air dried, washed solids with water, and dried in vacuo. Dissolved solids in 400 ml ethyl acetate, stirred with Darco, filtered and removed solvent. Dried solids in vacuo to giv...